Dataset: the Open Reaction Database (ORD), a public repository of structured organic reaction records. Task: describe an organic reaction: reactants, conditions, products, and yield As a reaction SMILES: [C:33](=[O:34])([O-:35])[O-:36].[CH2:1]([CH2:2][CH2:3][CH3:4])[c:5]1[cH:6][cH:7][c:8]([C:9](=[O:10])[N:11]2[CH2:12][CH2:13][CH:14]([n:17]3[c:18](=[O:26])[nH:19][c:20]4[c:21]3[cH:22][cH:23][cH:24][cH:25]4)[CH2:15][CH2:16]2)[cH:27][cH:28]1.[CH2:29]([CH:30]=[CH2:31])[Br:32].[CH2:45]([O:46][CH2:47][CH3:48])[CH3:49].[Cs+:37].[Cs+:38].[O:39]=[CH:40][N:41]([CH3:42])[CH3:43].[OH2:44]>>[CH2:1]([CH2:2][CH2:3][CH3:4])[c:5]1[cH:6][cH:7][c:8]([C:9](=[O:10])[N:11]2[CH2:12][CH2:13][CH:14]([n:17]3[c:18](=[O:26])[n:19]([CH2:31][CH:30]=[CH2:29])[c:20]4[c:21]3[cH:22][cH:23][cH:24][cH:25]4)[CH2:15][CH2:16]2)[cH:27][cH:28]1. Reactants: O=C([O-])[O-], CCCCc1ccc(C(=O)N2CCC(n3c(=O)[nH]c4ccccc43)CC2)cc1, C=CCBr, CCOCC, [Cs+], [Cs+], CN(C)C=O, O. The product is C=CCn1c(=O)n(C2CCN(C(=O)c3ccc(CCCC)cc3)CC2)c2ccccc21. Starting materials: S(O)(O)(=O)=O (sulfuric acid), [N+](=O)(O)[O-] (nitric acid), CC1=C(C(=O)O)C=CC(=C1)[N+](=O)[O-] (2-Methyl-4-nitrobenzic acid). Conditions: temperature 0 celsius, time 10 minute. The product is CC1=C(C(=O)O)C=C(C(=C1)[N+](=O)[O-])[N+](=O)[O-] (2-methyl-4,5-dinitrobenzoic acid). Yield: 85.0%. Reaction SMILES: S(=O)(=O)(O)O.[CH3:6][C:7]1[CH:15]=[C:14]([N+:16]([O-:18])=[O:17])[CH:13]=[CH:12][C:8]=1[C:9]([OH:11])=[O:10].[N+:19]([O-])([OH:21])=[O:20]>>[CH3:6][C:7]1[CH:15]=[C:14]([N+:16]([O-:18])=[O:17])[C:13]([N+:19]([O-:21])=[O:20])=[CH:12][C:8]=1[C:9]([OH:11])=[O:10]. Procedure details: To concentrated sulfuric acid (10 mL) at 0° C. was added concentrated nitric acid (10 mL) dropwise and the mixture was allowed to stir at 0° C. for 10 min. 2-Methyl-4-nitrobenzic acid (1.81 g, 10 mmol) was added and the mixture was allowed to stir at RT for 5 d. The mixture was poured into ice-cold water and the solid was removed by filtration and dried to give 2-methyl-4,5-dinitrobenzoic acid (1.93 g, 85%) as an off-white solid. LCMS (10 cm_ESCI_Formic_MeCN): [M−H]−=225 at 3.10 min. 1H NMR (400... Reactants: C(#N)CC1=CC=C(C=C1)NC(OCC=1C=NC=CC1)=O (3-pyridylmethyl N-(4-cyanomethylphenyl)carbamate), Cl (hydrogen chloride), solid. Run in CC(=O)C (acetone). Yields the product Cl.C(#N)CC1=CC=C(C=C1)NC(OCC=1C=NC=CC1)=O (3-pyridylmethyl N-(4-cyanomethylphenyl)carbamate hydrochloride). Yield: 93.5%. As a reaction SMILES: [C:1]([CH2:3][C:4]1[CH:9]=[CH:8][C:7]([NH:10][C:11](=[O:20])[O:12][CH2:13][C:14]2[CH:15]=[N:16][CH:17]=[CH:18][CH:19]=2)=[CH:6][CH:5]=1)#[N:2].[ClH:21]>CC(C)=O>[ClH:21].[C:1]([CH2:3][C:4]1[CH:9]=[CH:8][C:7]([NH:10][C:11](=[O:20])[O:12][CH2:13][C:14]2[CH:15]=[N:16][CH:17]=[CH:18][CH:19]=2)=[CH:6][CH:5]=1)#[N:2] |f:3.4|. Procedure: To a solution of 3-pyridylmethyl N-(4-cyanomethylphenyl)carbamate (5 g., 0.0187 mole) in 300 ml. of acetone was added an excess of hydrogen chloride in a steady stream. A white suspension formed and was filtered off to give 5.3 g. of solid melting at 215°-216° C. This was a 93.5% yield of 3-pyridylmethyl N-(4-cyanomethylphenyl)carbamate hydrochloride. Reactants: COC1=C(CN2C(C=3C(=NC(=C(C3C2)F)N[C@@H](C(=O)N)CC(C)C)C=2OC=CC2)=O)C=CC(=C1)OC ((R)-2-(2-(2,4-dimethoxybenzyl)-7-fluoro-4-(furan-2-yl)-3-oxo-2,3-dihydro-1H-pyrrolo[3,4-c]pyridin-6-ylamino)-4-methylpentanamide). Run in C(=O)(C(F)(F)F)O (TFA). The product is FC=1C2=C(C(=NC1N[C@@H](C(=O)N)CC(C)C)C=1OC=CC1)C(NC2)=O ((R)-2-(7-Fluoro-4-(furan-2-yl)-3-oxo-2,3-dihydro-1H-pyrrolo[3,4-c]pyridin-6-ylamino)-4-methylpentanamide). Reaction SMILES: COC1C=C(OC)C=CC=1C[N:6]1[CH2:14][C:13]2[C:12]([F:15])=[C:11]([NH:16][C@H:17]([CH2:21][CH:22]([CH3:24])[CH3:23])[C:18]([NH2:20])=[O:19])[N:10]=[C:9]([C:25]3[O:26][CH:27]=[CH:28][CH:29]=3)[C:8]=2[C:7]1=[O:30]>C(O)(C(F)(F)F)=O>[F:15][C:12]1[C:13]2[CH2:14][NH:6][C:7](=[O:30])[C:8]=2[C:9]([C:25]2[O:26][CH:27]=[CH:28][CH:29]=2)=[N:10][C:11]=1[NH:16][C@H:17]([CH2:21][CH:22]([CH3:24])[CH3:23])[C:18]([NH2:20])=[O:19]. Procedure details: A solution of (R)-2-(2-(2,4-dimethoxybenzyl)-7-fluoro-4-(furan-2-yl)-3-oxo-2,3-dihydro-1H-pyrrolo[3,4-c]pyridin-6-ylamino)-4-methylpentanamide (93.1 mg, 0.188 mmol) in TFA (5 mL) was heated to 65° C. for 3 h. The solvent was removed and the resulting residue was diluted in MeOH/DCM (10 mL) and was purified via preparative HPLC eluting with water (0.05% TFA) and ACN (30%, 0.035% TFA). The collected fractions were stripped to dryness via rotary evaporation to afford the title compound. 1H NMR (400... The reactants are N1C=NC=C1 (imidazole), Cl[Si](C1=CC=CC=C1)(C1=CC=CC=C1)C(C)(C)C (chloro t-butyl diphenylsilane), C(Cl)Cl (methylene chloride), OCCC\C(\C(=O)NC1=CC=CC=C1)=C/SC1=CC=CC=C1 ((E)-5-hydroxy-N-phenyl-2-(phenylthiomethylene)pentanamide). Solvent: O (water). Run at time 2 hour. Product: [Si](C1=CC=CC=C1)(C1=CC=CC=C1)(C(C)(C)C)OCCC\C(\C(=O)NC1=CC=CC=C1)=C/SC1=CC=CC=C1 ((E)-5-(tert-butyldiphenylsilyloxy)-N-phenyl-2-(phenylthiomethylene) pentanamide). Yield: 97.3%. As a reaction SMILES: Cl[Si:2]([C:15]([CH3:18])([CH3:17])[CH3:16])([C:9]1[CH:14]=[CH:13][CH:12]=[CH:11][CH:10]=1)[C:3]1[CH:8]=[CH:7][CH:6]=[CH:5][CH:4]=1.C(Cl)Cl.[OH:22][CH2:23][CH2:24][CH2:25]/[C:26](=[CH:36]\[S:37][C:38]1[CH:43]=[CH:42][CH:41]=[CH:40][CH:39]=1)/[C:27]([NH:29][C:30]1[CH:35]=[CH:34][CH:33]=[CH:32][CH:31]=1)=[O:28].N1C=CN=C1>O>[Si:2]([O:22][CH2:23][CH2:24][CH2:25]/[C:26](=[CH:36]\[S:37][C:38]1[CH:43]=[CH:42][CH:41]=[CH:40][CH:39]=1)/[C:27]([NH:29][C:30]1[CH:31]=[CH:32][CH:33]=[CH:34][CH:35]=1)=[O:28])([C:15]([CH3:18])([CH3:17])[CH3:16])([C:9]1[CH:14]=[CH:13][CH:12]=[CH:11][CH:10]=1)[C:3]1[CH:8]=[CH:7][CH:6]=[CH:5][CH:4]=1. Reported procedure: 1.87 g of chloro t-butyl diphenylsilane was dropped into 10 ml of methylene chloride solution including 1.64 g of (E)-5-hydroxy-N-phenyl-2-(phenylthiomethylene)pentanamide and 0.82 g of imidazole at room temperature. After stirring at room temperature for 2 hours, the resulting solution was added with water and extracted with ethyl acetate. The organic layer was washed 3 times, then washed with brine, and dried with anhydrous magnesium sulfate, filtered, and concentrated under reduced pressure. ... Reactants: ClC1=NC=C(C#N)C=C1 (6-chloronicotinonitrile), C(CCC)[Sn](C=1OC(=CC1)[Sn](CCCC)(CCCC)CCCC)(CCCC)CCCC (2,5-bis(tri-n-butylstannyl)furan), tetrakis(triphenyl-phosphine)palladium(0). The solvent is O1CCOCC1 (1,4-dioxane). Product: C(#N)C=1C=CC(=NC1)C=1OC(=CC1)C1=NC=C(C=C1)C#N (2,5-Bis(5-cyano-2-pyridyl)furan). Isolated yield 85.0%. RXN SMILES: Cl[C:2]1[CH:9]=[CH:8][C:5]([C:6]#[N:7])=[CH:4][N:3]=1.C([Sn](CCCC)(CCCC)[C:15]1[O:16][C:17]([Sn](CCCC)(CCCC)CCCC)=[CH:18][CH:19]=1)CCC>O1CCOCC1>[C:6]([C:5]1[CH:8]=[CH:9][C:2]([C:17]2[O:16][C:15]([C:2]3[CH:9]=[CH:8][C:5]([C:6]#[N:7])=[CH:4][N:3]=3)=[CH:19][CH:18]=2)=[N:3][CH:4]=1)#[N:7]. Procedure details: Referring now to Scheme 4, a mixture of 6-chloronicotinonitrile (1.38 g, 10 mmol), 2,5-bis(tri-n-butylstannyl)furan (3.2 g, 5 mmol) and tetrakis(triphenyl-phosphine)palladium(0) (125 mg) in dry 1,4-dioxane (40 mL) was heated under nitrogen at reflux (100–110° C.) for 24 h. The solvent was evaporated under reduced pressure and the residue was dissolved in methylene chloride and the solution was passed through CELITE® matrix (available from Word Minerals Corporation of Santa Barbara, Calif., Unite...